From a dataset of the Open Reaction Database (ORD), a public repository of structured organic reaction records. describe an organic reaction: reactants, conditions, products, and yield Run in C(Cl)(Cl)Cl (chloroform). The product is BrC(C(=O)OC(C)(C)C)C (t-butyl 2-bromopropionate). Yield: 86.7%. The reactants are BrC(C(=O)Br)C (2-bromopropionyl bromide), CN(C1=CC=CC=C1)C (N,N-dimethylaniline), C(C)(C)(C)O (t-butanol), S(O)(O)(=O)=O (sulfuric acid). Procedure: A solution of 2-bromopropionyl bromide (25 g.) in dry chloroform (50 ml.) was dropwise added with stirring and ice-cooling to a solution of N,N-dimethylaniline (24 g.) in t-butanol (11 g.) and the mixture was refluxed for 2 hours. After cooling, the reaction mixture was poured into 6 N sulfuric acid (150 ml.) and extracted with ether. The extract was in turn washed with 6 N sulfuric acid, water, a 10% potassium carbonate aqueous solution and water and dried over magnesium sulfate. The solvent wa... As a reaction SMILES: [Br:1][CH:2]([CH3:6])[C:3](Br)=[O:4].CN(C)C1C=CC=CC=1.S(=O)(=O)(O)O.[C:21]([OH:25])([CH3:24])([CH3:23])[CH3:22]>C(Cl)(Cl)Cl>[Br:1][CH:2]([CH3:6])[C:3]([O:25][C:21]([CH3:24])([CH3:23])[CH3:22])=[O:4]. Starting materials: CC(=O)OCC1=C(N2[C@@H]([C@@H](C2=O)N)SC1)C(=O)O (7-aminocephalosporanic acid), CC=1SC=CN1.[K+].S1C=CC(=C1)C(=O)[O-] (2-methylthiazole 4-thiolcarboxylic acid potassium salt), P(O)(O)(O)=O (phosphoric acid), C([O-])(O)=O.[Na+] (sodium bicarbonate), P(=O)([O-])([O-])[O-] (phosphate). Product: NC1[C@@H]2N(C(=C(CS2)CSC(=O)C=2N=C(SC2)C)C(=O)O)C1=O (7-Amino-3-(2-methylthiazol-4-yl)carbonylthiomethyl-3-cephem-4-carboxylic acid). Yield: 48.0%. Reaction SMILES: CC(O[CH2:5][C:6]1[CH2:15][S:14][C@@H:9]2[C@H:10]([NH2:13])[C:11](=[O:12])[N:8]2[C:7]=1[C:16]([OH:18])=[O:17])=O.[C:19](=[O:22])(O)[O-].[Na+].P([O-])([O-])([O-])=O.[CH3:29][C:30]1[S:31][CH:32]=[CH:33][N:34]=1.[K+].[S:36]1C=C(C([O-])=O)C=C1.P(=O)(O)(O)O>>[NH2:13][CH:10]1[C:11](=[O:12])[N:8]2[C:7]([C:16]([OH:18])=[O:17])=[C:6]([CH2:5][S:36][C:19]([C:33]3[N:34]=[C:30]([CH3:29])[S:31][CH:32]=3)=[O:22])[CH2:15][S:14][C@H:9]12 |f:1.2,4.5.6|. Reported procedure: To a stirred suspension of 6.8 g. (0.025 mole) of 7-aminocephalosporanic acid and 2.1g. (0.025 mole) of sodium bicarbonate in 150 ml. of aqueous phosphate buffer (pH 6.4) was added 4.92 g. (0.025 mole) of 2-methylthiazole-4-thiolcarboxylic acid potassium salt. The mixture was stirred in a nitrogen atmosphere and heated to 50°. The pH was adjusted from 7.0 to 6.5 with 42% phosphoric acid. A tan solid started to precipitate. After 5 hours at 50° the reaction mixture was cooled to 20°. The solid wa...